From a dataset of the Open Reaction Database (ORD), a public repository of structured organic reaction records. describe an organic reaction: reactants, conditions, products, and yield Starting materials: C[O-].[Na+] (sodium methoxide), [Na] (sodium), ClC1=NC=2N(C(=C1)S)N=CN2 (5-chloro-7-mercapto-s-triazolo[1,5-a]pyrimidine). The solvent is CO (methanol). Product: SC1=CC(=NC=2N1N=CN2)OC (7-mercapto-5-methoxy-s-triazolo[1,5-a]pyrimidine). Reaction SMILES: [CH3:1][O-:2].[Na+].[Na].Cl[C:6]1[CH:11]=[C:10]([SH:12])[N:9]2[N:13]=[CH:14][N:15]=[C:8]2[N:7]=1>CO>[SH:12][C:10]1[N:9]2[N:13]=[CH:14][N:15]=[C:8]2[N:7]=[C:6]([O:2][CH3:1])[CH:11]=1 |f:0.1,^1:3|. Procedure: To a sodium methoxide solution, prepared from 1.4 g of sodium and 50 ml of methanol, was added all at once the product obtained in Step 1 of Example 43 (4.6 g under ice cooling. The mixture was refluxed for one hour, the solution was concentrated under reduced pressure, and the remaining yellow oil was dissolved in 50 ml water. The pH was adjusted to 1.0 with 1N hydrochloric acid, and the formed crystals were collected by filtration and washed with 30 ml ethanol, giving 1.7 g of the objective co... Procedure: 4-[3-(2-Oxo-1-pyrimidin-2-yl-1,2-dihydro-pyridin-4-ylmethyl)-3H-imidazol-4-ylmethyl]-benzonitrile was prepared in a manner substantially similar to the procedure described above for 4-[3-(2-oxo-1-phenyl-1,2-dihydropyridin-4-ylmethyl)-3H-imidazol-4-ylmethyl]benzonitrile, hydrochloride, but substituting 2-chloropyrimidine for the iodobenzene in Step 3. Starting materials: Cl.O=C1N(C=CC(=C1)CN1C=NC=C1CC1=CC=C(C#N)C=C1)C1=CC=CC=C1 (4-[3-(2-oxo-1-phenyl-1,2-dihydropyridin-4-ylmethyl)-3H-imidazol-4-ylmethyl]benzonitrile, hydrochloride), ClC1=NC=CC=N1 (2-chloropyrimidine), IC1=CC=CC=C1 (iodobenzene). RXN SMILES: Cl.[O:2]=[C:3]1[CH:8]=[C:7]([CH2:9][N:10]2[C:14]([CH2:15][C:16]3[CH:23]=[CH:22][C:19]([C:20]#[N:21])=[CH:18][CH:17]=3)=[CH:13][N:12]=[CH:11]2)[CH:6]=[CH:5][N:4]1[C:24]1C=CC=CC=1.ClC1[N:36]=[CH:35][CH:34]=[CH:33][N:32]=1.IC1C=CC=CC=1>>[O:2]=[C:3]1[CH:8]=[C:7]([CH2:9][N:10]2[C:14]([CH2:15][C:16]3[CH:17]=[CH:18][C:19]([C:20]#[N:21])=[CH:22][CH:23]=3)=[CH:13][N:12]=[CH:11]2)[CH:6]=[CH:5][N:4]1[C:24]1[N:36]=[CH:35][CH:34]=[CH:33][N:32]=1 |f:0.1|. Product: O=C1N(C=CC(=C1)CN1C=NC=C1CC1=CC=C(C#N)C=C1)C1=NC=CC=N1 (4-[3-(2-Oxo-1-pyrimidin-2-yl-1,2-dihydro-pyridin-4-ylmethyl)-3H-imidazol-4-ylmethyl]-benzonitrile). Reactants: CC(O)CN, CCN(C(C)C)C(C)C, Cc1ccc(C(=O)O)cc1Nc1nc2ccc(F)cc2c2c(=O)[nH]ccc12, CN(C)C=O. Yields the product Cc1ccc(C(=O)NCC(C)O)cc1Nc1nc2ccc(F)cc2c2c(=O)[nH]ccc12. RXN SMILES: [CH3:28][CH:29]([OH:30])[CH2:31][NH2:32].[CH:33]([N:34]([CH2:35][CH3:36])[CH:37]([CH3:38])[CH3:39])([CH3:40])[CH3:41].[F:1][c:2]1[cH:3][c:4]2[c:5]([n:6][c:7]([NH:15][c:16]3[cH:17][c:18]([C:19](=[O:20])[OH:21])[cH:22][cH:23][c:24]3[CH3:25])[c:8]3[cH:9][cH:10][nH:11][c:12](=[O:14])[c:13]23)[cH:26][cH:27]1.[O:42]=[CH:43][N:44]([CH3:45])[CH3:46]>>[F:1][c:2]1[cH:3][c:4]2[c:5]([n:6][c:7]([NH:15][c:16]3[cH:17][c:18]([C:19](=[O:21])[NH:32][CH2:31][CH:29]([CH3:28])[OH:30])[cH:22][cH:23][c:24]3[CH3:25])[c:8]3[cH:9][cH:10][nH:11][c:12](=[O:14])[c:13]23)[cH:26][cH:27]1. Starting materials: CC(=O)O, COC(=O)COc1ccc(CC(C)NS(=O)(=O)c2ccc(C(=N)N)cc2)cc1, CO. Product: COC(=O)COc1ccc(CC(C)NS(=O)(=O)c2ccc(C#N)cc2)cc1. RXN SMILES: [C:1]([OH:2])(=[O:3])[CH3:4].[C:5]([NH2:6])(=[NH:7])[c:8]1[cH:9][cH:10][c:11]([S:14](=[O:15])(=[O:16])[NH:17][CH:18]([CH2:19][c:20]2[cH:21][cH:22][c:23]([O:24][CH2:25][C:26](=[O:27])[O:28][CH3:29])[cH:30][cH:31]2)[CH3:32])[cH:12][cH:13]1.[CH3:33][OH:34]>>[C:5](#[N:6])[c:8]1[cH:9][cH:10][c:11]([S:14](=[O:15])(=[O:16])[NH:17][CH:18]([CH2:19][c:20]2[cH:21][cH:22][c:23]([O:24][CH2:25][C:26](=[O:27])[O:28][CH3:29])[cH:30][cH:31]2)[CH3:32])[cH:12][cH:13]1.